Dataset: the Open Reaction Database (ORD), a public repository of structured organic reaction records. Task: describe an organic reaction: reactants, conditions, products, and yield Run in C(C)OCC (diethyl ether), C(C)OCC (diethyl ether). Reaction SMILES: Br[C:2]1[CH:7]=[C:6]([O:8][CH3:9])[CH:5]=[C:4]([O:10][C:11]2[CH:16]=[CH:15][CH:14]=[C:13]([C:17]([F:20])([F:19])[F:18])[CH:12]=2)[N:3]=1.CCCCCC.C([Li])CCC.[C:32]1([N:38]=[C:39]=[O:40])[CH:37]=[CH:36][CH:35]=[CH:34][CH:33]=1>C(OCC)C>[C:32]1([NH:38][C:39]([C:2]2[CH:7]=[C:6]([O:8][CH3:9])[CH:5]=[C:4]([O:10][C:11]3[CH:16]=[CH:15][CH:14]=[C:13]([C:17]([F:20])([F:19])[F:18])[CH:12]=3)[N:3]=2)=[O:40])[CH:37]=[CH:36][CH:35]=[CH:34][CH:33]=1. Product: C1(=CC=CC=C1)NC(=O)C1=NC(=CC(=C1)OC)OC1=CC(=CC=C1)C(F)(F)F (N-phenyl-4-methoxy-6-{3-(trifluoromethyl)phenoxy}-2-pyridine carboxamide). Reported procedure: 1.0 g (0.0029 mol) of 2-bromo-4-methoxy-6-{3-(trifluoromethyl)phenoxy} pyridine was dissolved in about 15 ml of diethyl ether. The solution was cooled in a dry ice-acetone bath in an argon atmosphere and mixed with 1.9 ml of a 1.69M-hexane solution of n-butyl lithium (0.0029×1.1 mol; hereinafter referred to merely as “BuLi”), followed by stirring for about 10 minutes. After 0.86 g (0.0029×2.5 mol) of phenyl isocyanate dissolved in about 5 ml of diethyl ether was added to the reaction solution, t... The reactants are [Li]CCCC (BuLi), BrC1=NC(=CC(=C1)OC)OC1=CC(=CC=C1)C(F)(F)F (2-bromo-4-methoxy-6-{3-(trifluoromethyl)phenoxy} pyridine), CCCCCC (hexane), C(CCC)[Li] (n-butyl lithium), C1(=CC=CC=C1)N=C=O (phenyl isocyanate). Conditions: time 10 minute.